This data is from the Open Reaction Database (ORD), a public repository of structured organic reaction records. The task is: describe an organic reaction: reactants, conditions, products, and yield Reported procedure: A solution of 4-{-4-[6,7-bis(methyloxy)quinolin-4-yl]-2,3,4,5-tetrahydro-1,4-benzoxazepin-7-yl}-2-nitroaniline (56 mg, 0.12 mmol) in methanol (20 mL) was hydrogenated at 30 psi over 10% Pd—C (25 mg) for 4 h. The catalyst was filtered off, and the filtrate was concentrated to give 4-{4-[6,7-bis(methyloxy)quinolin-4-yl]-2,3,4,5-tetrahydro-1,4-benzoxazepin-7-yl}benzene-1,2-diamine (40 mg, 77% yield) as a brown oil. MS (EI) for C26H26N4O3: 443 (MH STEP 5: To a solution of 4-{4-[6,7-bis(methyloxy)qui... Reaction SMILES: [CH3:1][O:2][C:3]1[CH:4]=[C:5]2[C:10](=[CH:11][C:12]=1[O:13][CH3:14])[N:9]=[CH:8][CH:7]=[C:6]2[N:15]1[CH2:21][C:20]2[CH:22]=[C:23]([C:26]3[CH:32]=[CH:31][C:29]([NH2:30])=[C:28]([N+:33]([O-])=O)[CH:27]=3)[CH:24]=[CH:25][C:19]=2[O:18][CH2:17][CH2:16]1>CO.[Pd]>[CH3:1][O:2][C:3]1[CH:4]=[C:5]2[C:10](=[CH:11][C:12]=1[O:13][CH3:14])[N:9]=[CH:8][CH:7]=[C:6]2[N:15]1[CH2:21][C:20]2[CH:22]=[C:23]([C:26]3[CH:27]=[C:28]([NH2:33])[C:29]([NH2:30])=[CH:31][CH:32]=3)[CH:24]=[CH:25][C:19]=2[O:18][CH2:17][CH2:16]1. Reagents/catalysts: [Pd] (Pd—C). Yields the product COC=1C=C2C(=CC=NC2=CC1OC)N1CCOC2=C(C1)C=C(C=C2)C=2C=C(C(=CC2)N)N (4-{4-[6,7-bis(methyloxy)quinolin-4-yl]-2,3,4,5-tetrahydro-1,4-benzoxazepin-7-yl}benzene-1,2-diamine). Yield: 75.3%. Reactants: COC=1C=C2C(=CC=NC2=CC1OC)N1CCOC2=C(C1)C=C(C=C2)C2=CC(=C(N)C=C2)[N+](=O)[O-] (4-{-4-[6,7-bis(methyloxy)quinolin-4-yl]-2,3,4,5-tetrahydro-1,4-benzoxazepin-7-yl}-2-nitroaniline). Run in CO (methanol).